The task is: describe an organic reaction: reactants, conditions, products, and yield. This data is from the Open Reaction Database (ORD), a public repository of structured organic reaction records. Reactants: FC1=C(C=CC(=C1)F)NC1=CC(=C(C=C1)C(=O)C1=C(C=CC(=C1)OCC1OC(OC1)(C)C)C)[N+](=O)[O-] ([4-(2,4-Difluoro-phenylamino)-2-nitro-phenyl]-[5-(2,2-dimethyl-[1,3]dioxolan-4-ylmethoxy)-2-methyl-phenyl]-methanone). The solvent is C(=O)(C(F)(F)F)O.O (TFA H2O). Conditions: time 2 hour. Product: FC1=C(C=CC(=C1)F)NC1=CC(=C(C=C1)C(=O)C1=C(C=CC(=C1)OCC(CO)O)C)[N+](=O)[O-] ([4-(2,4-Difluoro-phenylamino)-2-nitro-phenyl]-[5-(2,3-dihydroxy-propoxy)-2-methyl-phenyl]-methanone). RXN SMILES: [F:1][C:2]1[CH:7]=[C:6]([F:8])[CH:5]=[CH:4][C:3]=1[NH:9][C:10]1[CH:15]=[CH:14][C:13]([C:16]([C:18]2[CH:23]=[C:22]([O:24][CH2:25][CH:26]3[CH2:30][O:29]C(C)(C)[O:27]3)[CH:21]=[CH:20][C:19]=2[CH3:33])=[O:17])=[C:12]([N+:34]([O-:36])=[O:35])[CH:11]=1>C(O)(C(F)(F)F)=O.O>[F:1][C:2]1[CH:7]=[C:6]([F:8])[CH:5]=[CH:4][C:3]=1[NH:9][C:10]1[CH:15]=[CH:14][C:13]([C:16]([C:18]2[CH:23]=[C:22]([O:24][CH2:25][CH:26]([OH:27])[CH2:30][OH:29])[CH:21]=[CH:20][C:19]=2[CH3:33])=[O:17])=[C:12]([N+:34]([O-:36])=[O:35])[CH:11]=1 |f:1.2|. Procedure: Compound 311 (48 mg, 0.01 mmol) was dissolved in TFA:H2O (3:1, 8 mL) and stirred at RT for 2 h. The reaction mixture was concentrated in vacuo and purified by flash chromatography using EtOAc/petroleum ether (40-60)(v:v=1:1) as the eluent, affording the title compound as a yellow oil. 13C NMR (DMSO-d6) δ 193.5, 156.3, 150.1, 148.8, 137.5, 132.5, 132.3, 129.3, 126.6 (dd), 123.9 (dd), 122.9, 117.3, 116.1, 115.6, 112.1 (dd), 108.6, 105.1 (dd), 69.8, 62.5, 19.0